Dataset: the Open Reaction Database (ORD), a public repository of structured organic reaction records. Task: describe an organic reaction: reactants, conditions, products, and yield The reactants are FC1=C(COC2=CC(=NC3=C(C=CC=C23)O)C)C=CC=C1 (4-((2-fluorobenzyl)oxy)-2-methylquinolin-8-ol), ClC1=C(C=CC(=C1CCl)Cl)N(C(CNC(CCC=1C=CC(=NC1)C(=O)NC)=O)=O)C (5-(3-((2-((2,4-dichloro-3-(chloromethyl)phenyl)(methyl)amino)-2-oxoethyl)amino)-3-oxopropyl)-N-methylpicolinamide). The product is ClC1=C(C=CC(=C1COC=1C=CC=C2C(=CC(=NC12)C)OCC1=C(C=CC=C1)F)Cl)N(C(CNC(CCC=1C=CC(=NC1)C(=O)NC)=O)=O)C (5-(3-((2-((2,4-dichloro-3-(((4-((2-fluorobenzyl)oxy)-2-methylquinolin-8-yl)oxy)methyl)phenyl)(methyl)amino)-2-oxoethyl)amino)-3-oxopropyl)-N-methylpicolinamide). Isolated yield 53.0%. RXN SMILES: [F:1][C:2]1[CH:21]=[CH:20][CH:19]=[CH:18][C:3]=1[CH2:4][O:5][C:6]1[C:15]2[C:10](=[C:11]([OH:16])[CH:12]=[CH:13][CH:14]=2)[N:9]=[C:8]([CH3:17])[CH:7]=1.[Cl:22][C:23]1[C:28]([CH2:29]Cl)=[C:27]([Cl:31])[CH:26]=[CH:25][C:24]=1[N:32]([CH3:51])[C:33](=[O:50])[CH2:34][NH:35][C:36](=[O:49])[CH2:37][CH2:38][C:39]1[CH:40]=[CH:41][C:42]([C:45]([NH:47][CH3:48])=[O:46])=[N:43][CH:44]=1>>[Cl:22][C:23]1[C:28]([CH2:29][O:16][C:11]2[CH:12]=[CH:13][CH:14]=[C:15]3[C:10]=2[N:9]=[C:8]([CH3:17])[CH:7]=[C:6]3[O:5][CH2:4][C:3]2[CH:18]=[CH:19][CH:20]=[CH:21][C:2]=2[F:1])=[C:27]([Cl:31])[CH:26]=[CH:25][C:24]=1[N:32]([CH3:51])[C:33](=[O:50])[CH2:34][NH:35][C:36](=[O:49])[CH2:37][CH2:38][C:39]1[CH:40]=[CH:41][C:42]([C:45]([NH:47][CH3:48])=[O:46])=[N:43][CH:44]=1. Reported procedure: 4-((2-fluorobenzyl)oxy)-2-methylquinolin-8-ol from step 1 was reacted with 5-(3-((2-((2,4-dichloro-3-(chloromethyl)phenyl)(methyl)amino)-2-oxoethyl)amino)-3-oxopropyl)-N-methylpicolinamide as described previously to give 5-(3-((2-((2,4-dichloro-3-(((4-((2-fluorobenzyl)oxy)-2-methylquinolin-8-yl)oxy)methyl)phenyl)(methyl)amino)-2-oxoethyl)amino)-3-oxopropyl)-N-methylpicolinamide in 53% yield. MS (+APCI) 718 (M+). 1H-NMR (CDCl3, δ ppm): 8.36 (s, 1H), 8.07 (d, J=8.0 Hz, 1H), 7.95 (bd, 1H), 7.94 (d,... Reactants: CCOC(=O)C(C)(Cc1ccc(OCCC2CN(Cc3cccc(C(F)(F)F)c3)C(=O)N2C)cc1)Oc1ccccc1F, CCO, [Na+], [OH-]. Yields the product CN1C(=O)N(Cc2cccc(C(F)(F)F)c2)CC1CCOc1ccc(CC(C)(Oc2ccccc2F)C(=O)O)cc1. As a reaction SMILES: [CH2:1]([CH3:2])[O:3][C:4]([C:5]([CH2:6][c:7]1[cH:8][cH:9][c:10]([O:13][CH2:14][CH2:15][CH:16]2[N:17]([CH3:33])[C:18](=[O:32])[N:19]([CH2:21][c:22]3[cH:23][c:24]([C:28]([F:29])([F:30])[F:31])[cH:25][cH:26][cH:27]3)[CH2:20]2)[cH:11][cH:12]1)([CH3:34])[O:35][c:36]1[c:37]([F:42])[cH:38][cH:39][cH:40][cH:41]1)=[O:43].[CH3:46][CH2:47][OH:48].[Na+:45].[OH-:44]>>[O:3]=[C:4]([C:5]([CH2:6][c:7]1[cH:8][cH:9][c:10]([O:13][CH2:14][CH2:15][CH:16]2[N:17]([CH3:33])[C:18](=[O:32])[N:19]([CH2:21][c:22]3[cH:23][c:24]([C:28]([F:29])([F:30])[F:31])[cH:25][cH:26][cH:27]3)[CH2:20]2)[cH:11][cH:12]1)([CH3:34])[O:35][c:36]1[c:37]([F:42])[cH:38][cH:39][cH:40][cH:41]1)[OH:43]. Starting materials: COc1ccc(N2Cc3cnc(Cl)nc3N(C3CCC(O[Si](C)(C)C(C)(C)C)CC3)C2=O)cc1, CC(C)O, COc1ccc(N)cc1OC. Yields the product COc1ccc(N2Cc3cnc(Nc4ccc(OC)c(OC)c4)nc3N(C3CCC(O[Si](C)(C)C(C)(C)C)CC3)C2=O)cc1. Reaction SMILES: [C:1]([CH3:2])([CH3:3])([CH3:4])[Si:5]([O:6][CH:7]1[CH2:8][CH2:9][CH:10]([N:13]2[C:14](=[O:32])[N:15]([c:24]3[cH:25][cH:26][c:27]([O:30][CH3:31])[cH:28][cH:29]3)[CH2:16][c:17]3[c:18]2[n:19][c:20]([Cl:23])[n:21][cH:22]3)[CH2:11][CH2:12]1)([CH3:33])[CH3:34].[CH3:46][CH:47]([OH:48])[CH3:49].[NH2:35][c:36]1[cH:37][c:38]([O:44][CH3:45])[c:39]([O:42][CH3:43])[cH:40][cH:41]1>>[C:1]([CH3:2])([CH3:3])([CH3:4])[Si:5]([O:6][CH:7]1[CH2:8][CH2:9][CH:10]([N:13]2[C:14](=[O:32])[N:15]([c:24]3[cH:25][cH:26][c:27]([O:30][CH3:31])[cH:28][cH:29]3)[CH2:16][c:17]3[c:18]2[n:19][c:20]([NH:35][c:36]2[cH:37][c:38]([O:44][CH3:45])[c:39]([O:42][CH3:43])[cH:40][cH:41]2)[n:21][cH:22]3)[CH2:11][CH2:12]1)([CH3:33])[CH3:34]. The reactants are COC(=O)C1COCC1=O, CC(=O)O, Oc1c2c(nc3ccnn13)CCCCC2, Nc1ccn[nH]1. Product: Oc1c2c(nc3ccnn13)COC2. Reaction SMILES: [CH3:16][O:17][C:18]([CH:19]1[C:20](=[O:21])[CH2:22][O:23][CH2:24]1)=[O:25].[CH3:32][C:33](=[O:34])[OH:35].[n:1]1[cH:2][cH:3][c:4]2[n:5][c:6]3[c:7]([c:8]([OH:10])[n:9]12)[CH2:11][CH2:14][CH2:13][CH2:12][CH2:15]3.[n:26]1[nH:27][c:28]([NH2:29])[cH:30][cH:31]1>>[n:1]1[cH:2][cH:3][c:4]2[n:5][c:6]3[c:7]([c:8]([OH:10])[n:9]12)[CH2:11][O:17][CH2:15]3. The reactants are C(CCCC\C=C/C\C=C/C\C=C/CCCCC)(=O)O (γ-linolenic acid), Trp,Leu,Ura, amino acids, O=C[C@H](O)[C@@H](O)[C@@H](O)[C@H](O)CO (galactose), amino acid, S(=O)(=O)(O)O.N1=CN=C2N=CNC2=C1N (adenine sulfate), N[C@@H](CCCNC(N)=N)C(=O)O (arginine), N[C@@H](CC(=O)O)C(=O)O (aspartic acid), N[C@@H](CCC(=O)O)C(=O)O (glutamic acid), N[C@@H](CC1=CNC=N1)C(=O)O (histidine), N[C@@H](CCCCN)C(=O)O (lysine), N[C@@H](CCSC)C(=O)O (methionine), N[C@@H](CC1=CC=CC=C1)C(=O)O (phenylalanine), N[C@@H](CO)C(=O)O (serine), N[C@@H](CC1=CC=C(C=C1)O)C(=O)O (tyrosine), N[C@@H](C(C)C)C(=O)O (valine), N[C@@H]([C@H](O)C)C(=O)O (threonine), Trp,Leu,Ura. Run at temperature 70 celsius. Product: C(CCC\C=C/C\C=C/C\C=C/C\C=C/CCCCC)(=O)O (Arachidonic Acid). RXN SMILES: O=[CH:2][C@@H:3]([C@H:5]([C@H:7]([C@@H:9]([CH2:11][OH:12])O)O)O)O.S(O)(O)(=O)=O.N1[C:26](N)=[C:25]2[C:21](N=CN2)=NC=1.N[C@H:29]([C:37](O)=O)[CH2:30][CH2:31][CH2:32]NC(=N)N.N[C@H:41]([C:46](O)=O)[CH2:42][C:43](O)=O.N[C@H:50](C(O)=O)[CH2:51]CC(O)=O.N[C@H](C(O)=[O:68])CC1N=CNC=1.N[C@H](C(O)=O)CCCCN.N[C@H](C(O)=O)CCSC.N[C@H](C(O)=O)CC1C=CC=CC=1.N[C@H](C(O)=O)CO.N[C@H](C(O)=O)CC1C=CC(O)=CC=1.N[C@H](C(O)=O)C(C)C.N[C@H](C(O)=O)[C@@H](C)O.C(O)(=O)CCCC/C=C\C/C=C\C/C=C\CCCCC>>[C:11]([OH:12])(=[O:68])[CH2:9][CH2:7][CH2:5]/[CH:3]=[CH:2]\[CH2:21]/[CH:25]=[CH:26]\[CH2:37]/[CH:29]=[CH:30]\[CH2:31]/[CH:32]=[CH:43]\[CH2:42][CH2:41][CH2:46][CH2:50][CH3:51] |f:1.2|. Reported procedure: These strains were each cultured at 30° C. for a day in 10 ml of the SC-Trp,Leu,Ura liquid medium described above. For these strains, 1 ml of the culture was then cultured at 15° C. for 6 days in 10 ml of SG-Trp,Leu,Ura liquid medium (per liter, 6.7 g of yeast nitrogen base w/o amino acids (DIFCO), 20 g of galactose and 1.3 g of amino acid powders (a mixture of 1.25 g of adenine sulfate, 0.6 g of arginine, 3 g of aspartic acid, 3 g of glutamic acid, 0.6 g of histidine, 0.9 g of lysine, 0.6 g of ... Starting materials: FC1=C(C=C(C=C1)F)O (2,5-difluorophenol), C([O-])([O-])=O.[K+].[K+] (potassium carbonate), ICCO[Si](C(C)C)(C(C)C)C(C)C ((2-iodoethoxy)triisopropylsilane). Solvent: CC(=O)C (acetone). Product: FC1=C(OCCO[Si](C(C)C)(C(C)C)C(C)C)C=C(C=C1)F ([2-(2,5-Difluorophenoxy)ethoxy]triisopropylsilane), SiO2. RXN SMILES: [F:1][C:2]1[CH:7]=[CH:6][C:5]([F:8])=[CH:4][C:3]=1[OH:9].C(=O)([O-])[O-].[K+].[K+].I[CH2:17][CH2:18][O:19][Si:20]([CH:27]([CH3:29])[CH3:28])([CH:24]([CH3:26])[CH3:25])[CH:21]([CH3:23])[CH3:22]>CC(C)=O>[F:1][C:2]1[CH:7]=[CH:6][C:5]([F:8])=[CH:4][C:3]=1[O:9][CH2:17][CH2:18][O:19][Si:20]([CH:24]([CH3:25])[CH3:26])([CH:21]([CH3:23])[CH3:22])[CH:27]([CH3:28])[CH3:29] |f:1.2.3|. Procedure details: The stirred mixture of 0.80 g of 2,5-difluorophenol, 0.82 g of potassium carbonate, 1.98 g of (2-iodoethoxy)triisopropylsilane and 10 ml of acetone is kept at reflux over 3 hours. The reaction mixture is cooled, poured onto water (100 ml) and extracted with tert-butyl methyl ether (2×100 ml). The organic phases are washed with brine (1×80 ml) dried over sodium sulphate, filtered and concentrated by evaporation. The title compound is obtained as a colourless oil from the residue by means of flash... Reactants: BrC1=CC=C(C=C1)NS(=O)C (N-(4-bromophenyl)methanesulfinamide), C1(CCC1)N (cyclobutylamine), Intermediate 3. Yields the product BrC1=CC=C(C=C1)NS(=O)(=NC1CCC1)C (N-(4-Bromophenyl)-N′-cyclobutyl-methanesulfonimidamide). As a reaction SMILES: [Br:1][C:2]1[CH:7]=[CH:6][C:5]([NH:8][S:9]([CH3:11])=[O:10])=[CH:4][CH:3]=1.[CH:12]1([NH2:16])[CH2:15][CH2:14][CH2:13]1>>[Br:1][C:2]1[CH:7]=[CH:6][C:5]([NH:8][S:9]([CH3:11])(=[N:16][CH:12]2[CH2:15][CH2:14][CH2:13]2)=[O:10])=[CH:4][CH:3]=1. Procedure: The title compound is prepared from N-(4-bromophenyl)methanesulfinamide and cyclobutylamine following a procedure analogous to that described for Intermediate 3 (Step 2). LC (method 1): tR=0.99 min; Mass spectrum (ESI+): m/z=303, 305 [M+H]+.